Dataset: the Open Reaction Database (ORD), a public repository of structured organic reaction records. Task: describe an organic reaction: reactants, conditions, products, and yield Starting materials: CC(CCCCCC)=NNC(=O)OC(C)(C)C (tert-butyl N′-(1-methyl-heptylidene)-hydrazinecarboxylate), [OH-].[Na+] (NaOH), C(#N)[BH3-].[Na+] (sodium cyanoborohydride), Cl (HCl). Solvent: C1CCOC1 (THF), CO (methanol). Reaction conditions: time 1 hour. Product: CC(CCCCCC)NN ((1-Methyl-heptyl)-hydrazine). As a reaction SMILES: [CH3:1][C:2](=[N:9][NH:10]C(OC(C)(C)C)=O)[CH2:3][CH2:4][CH2:5][CH2:6][CH2:7][CH3:8].C([BH3-])#N.[Na+].Cl.[OH-].[Na+]>C1COCC1.CO>[CH3:1][CH:2]([NH:9][NH2:10])[CH2:3][CH2:4][CH2:5][CH2:6][CH2:7][CH3:8] |f:1.2,4.5|. Procedure: 74.08 g (305.7 mmol) of tert-butyl N′-(1-methyl-heptylidene)-hydrazinecarboxylate are dissolved in a mixture of 235 ml of THF and 310 ml of methanol and, after 22.34 g (354.6 mmol) of sodium cyanoborohydride have been added, the mixture is stirred for 1 hour at room temperature. 213 ml of 6N HCl are added dropwise and, after the addition has ended, the mixture is refluxed for 1.5 hours. It is neutralized with 6N NaOH solution, then, after the non-aqueous solvents have been removed, extracted thr... The reactants are CC(=O)OC(C)=O, O=C(CCCSCCO)NCC=CCOc1cc(CN2CCCCC2)ccn1. Product: CC(=O)OCCSCCCC(=O)NCC=CCOc1cc(CN2CCCCC2)ccn1. As a reaction SMILES: [CH3:29][C:30](=[O:31])[O:32][C:33](=[O:34])[CH3:35].[N:1]1([CH2:7][c:8]2[cH:9][c:10]([O:14][CH2:15][CH:16]=[CH:17][CH2:18][NH:19][C:20]([CH2:21][CH2:22][CH2:23][S:24][CH2:25][CH2:26][OH:27])=[O:28])[n:11][cH:12][cH:13]2)[CH2:2][CH2:3][CH2:4][CH2:5][CH2:6]1>>[N:1]1([CH2:7][c:8]2[cH:9][c:10]([O:14][CH2:15][CH:16]=[CH:17][CH2:18][NH:19][C:20]([CH2:21][CH2:22][CH2:23][S:24][CH2:25][CH2:26][O:27][C:30]([CH3:29])=[O:31])=[O:28])[n:11][cH:12][cH:13]2)[CH2:2][CH2:3][CH2:4][CH2:5][CH2:6]1. Reactants: CS(=O)(=O)C1=CC=C(C=C1)Br (4-bromophenyl methyl sulfone), FC(C1=NNC=2CCCCC12)(F)F (3-(trifluoromethyl)-4,5,6,7-tetrahydro-1H-indazole). Yields the product CS(=O)(=O)C1=CC=C(C=C1)N1N=C(C=2CCCCC12)C(F)(F)F (1-[4-(methylsulfonyl)phenyl]-3-(trifluoromethyl)-4,5,6,7-tetrahydro-1H-indazole). Reaction SMILES: [CH3:1][S:2]([C:5]1[CH:10]=[CH:9][C:8](Br)=[CH:7][CH:6]=1)(=[O:4])=[O:3].[F:12][C:13]([F:24])([F:23])[C:14]1[C:22]2[CH2:21][CH2:20][CH2:19][CH2:18][C:17]=2[NH:16][N:15]=1>>[CH3:1][S:2]([C:5]1[CH:10]=[CH:9][C:8]([N:16]2[C:17]3[CH2:18][CH2:19][CH2:20][CH2:21][C:22]=3[C:14]([C:13]([F:12])([F:24])[F:23])=[N:15]2)=[CH:7][CH:6]=1)(=[O:4])=[O:3]. Procedure details: The title compound was prepared from 4-bromophenyl methyl sulfone and 3-(trifluoromethyl)-4,5,6,7-tetrahydro-1H-indazole using a similar procedure to that described for Example 7. Reactants: C(C)C=1C=C(C=CC1)CO ((3-ethylphenyl)methanol), BrBr (Bromine), C1(=CC=CC=C1)P(C1=CC=CC=C1)C1=CC=CC=C1 (triphenylphosphine), N1C=NC=C1 (imidazole). Solvent: C(Cl)Cl (CH2Cl2), C(Cl)Cl (CH2Cl2), hexanes. Run at time 1 hour. Product: BrCC1=CC(=CC=C1)CC (1-(bromomethyl)-3-ethylbenzene). The yield is 87.3%. As a reaction SMILES: [Br:1]Br.C1(P(C2C=CC=CC=2)C2C=CC=CC=2)C=CC=CC=1.N1C=CN=C1.[CH2:27]([C:29]1[CH:30]=[C:31]([CH2:35]O)[CH:32]=[CH:33][CH:34]=1)[CH3:28]>C(Cl)Cl>[Br:1][CH2:35][C:31]1[CH:32]=[CH:33][CH:34]=[C:29]([CH2:27][CH3:28])[CH:30]=1. Procedure: Bromine (0.21 mL, 4.08 mmol) was added dropwise to a solution of triphenylphosphine (1.08 g, 4.12 mmol) and imidazole (280 mg, 4.11 mmol) in CH2Cl2 (13.5 mL) at 0° C. The mixture was allowed to warm to room temperature and then a solution of (3-ethylphenyl)methanol (˜3.05 mmol) in CH2Cl2 (3.5 mL) was added. After 1 h, the mixture was diluted with hexanes and filtered through celite, washing with excess hexanes. The filtrate was concentrated in vacuo. Purification of the crude residue by chromato... Starting materials: OCC(=O)O (2-Hydroxyacetic acid), O.OC1=CC=CC=2NN=NC21 (hydroxybenzotriazole hydrate), Cl.C(C)N=C=NCCCN(C)C (1-ethyl-3-(3-dimethylaminopropyl)-carbodiimide hydrochloride), FC(C(=O)O)(F)F.N1(CCOCC1)C1=C2N=C(N(C2=NC(=N1)C=1C=NC(=NC1)N)CC(F)(F)F)N1CCNCC1 (5-[6-morpholin-4-yl-8-piperazin-1-yl-9-(2,2,2-trifluoroethyl)-9H-purin-2-yl]pyrimidin-2-amine trifluoroacetate). Isolated yield 78.8%. The solvent is C(C)N(CC)CC (triethylamine), CN(C=O)C (dimethylformamide). Product: NC1=NC=C(C=N1)C1=NC(=C2N=C(N(C2=N1)CC(F)(F)F)N1CCN(CC1)C(CO)=O)N1CCOCC1 (2-{4-[2-(2-Aminopyrimidin-5-yl)-6-morpholin-4-yl-9-(2,2,2-trifluoroethyl)-9H-purin-8-yl]piperazin-1-yl}-2-oxoethanol). Reaction SMILES: [OH:1][CH2:2][C:3]([OH:5])=O.O.OC1C2N=NNC=2C=CC=1.Cl.C(N=C=NCCCN(C)C)C.FC(F)(F)C(O)=O.[N:36]1([C:42]2[N:50]=[C:49]([C:51]3[CH:52]=[N:53][C:54]([NH2:57])=[N:55][CH:56]=3)[N:48]=[C:47]3[C:43]=2[N:44]=[C:45]([N:63]2[CH2:68][CH2:67][NH:66][CH2:65][CH2:64]2)[N:46]3[CH2:58][C:59]([F:62])([F:61])[F:60])[CH2:41][CH2:40][O:39][CH2:38][CH2:37]1>C(N(CC)CC)C.CN(C)C=O>[NH2:57][C:54]1[N:55]=[CH:56][C:51]([C:49]2[N:48]=[C:47]3[C:43]([N:44]=[C:45]([N:63]4[CH2:68][CH2:67][N:66]([C:3](=[O:5])[CH2:2][OH:1])[CH2:65][CH2:64]4)[N:46]3[CH2:58][C:59]([F:60])([F:62])[F:61])=[C:42]([N:36]3[CH2:37][CH2:38][O:39][CH2:40][CH2:41]3)[N:50]=2)=[CH:52][N:53]=1 |f:1.2,3.4,5.6|. Run at time 4 hour. Procedure: 2-Hydroxyacetic acid (15 mg, 0.19 mmol), hydroxybenzotriazole hydrate (37 mg, 0.19 mmol), 1-ethyl-3-(3-dimethylaminopropyl)-carbodiimide hydrochloride (37 mg, 0.19 mmol), dimethylformamide (3 ml), and triethylamine (100 μl) were added to 5-[6-morpholin-4-yl-8-piperazin-1-yl-9-(2,2,2-trifluoroethyl)-9H-purin-2-yl]pyrimidin-2-amine trifluoroacetate (120 mg, 0.17 mmol) and the resulting mixture was stirred for 4 hours. The reaction mixture was partitioned with ethyl acetate and water, the organic l... The reactants are O=C(O)c1[nH]nc(C2CC2)c1Cl, CC1(c2cc(N)ccc2F)N=C(N)OCC1(F)F. Product: CC1(c2cc(NC(=O)c3[nH]nc(C4CC4)c3Cl)ccc2F)N=C(N)OCC1(F)F. Reaction SMILES: [Cl:19][c:20]1[c:21]([C:28](=[O:29])[OH:30])[nH:22][n:23][c:24]1[CH:25]1[CH2:26][CH2:27]1.[NH2:1][c:2]1[cH:3][cH:4][c:5]([F:18])[c:6]([C:8]2([CH3:17])[N:9]=[C:10]([NH2:16])[O:11][CH2:12][C:13]2([F:14])[F:15])[cH:7]1>>[NH:1]([c:2]1[cH:3][cH:4][c:5]([F:18])[c:6]([C:8]2([CH3:17])[N:9]=[C:10]([NH2:16])[O:11][CH2:12][C:13]2([F:14])[F:15])[cH:7]1)[C:28]([c:21]1[c:20]([Cl:19])[c:24]([CH:25]2[CH2:26][CH2:27]2)[n:23][nH:22]1)=[O:29]. The reactants are BrC1=CC=C(C=C1)C(C#N)C (2-(4-bromo-phenyl)-propionitrile). The reagents and catalysts are [Ni] (Raney nickel). Solvent: N (ammonia). Reaction conditions: time 34 hour. The product is BrC1=CC=C(C=C1)C(CN)C (2-(4-Bromo-phenyl)-propylamine). Reaction SMILES: [Br:1][C:2]1[CH:7]=[CH:6][C:5]([CH:8]([CH3:11])[C:9]#[N:10])=[CH:4][CH:3]=1>[Ni].N>[Br:1][C:2]1[CH:3]=[CH:4][C:5]([CH:8]([CH3:11])[CH2:9][NH2:10])=[CH:6][CH:7]=1. Reported procedure: A mixture of 3.00 g (14.3 mmol) 2-(4-bromo-phenyl)-propionitrile and 40 mL ammonia solution (7N in methanol) is charged with 0.30 g Raney nickel. The mixture is stirred under an atmosphere of hydrogen (50 psi) at r.t. for 34 h. The mixture is filtered and the solvent is removed in vacuo. The crude product is used without further purification. Reactants: Cl.C1C2=C(OC1)C=CC=1CC[C@H](C12)CCN ((S)-2-(1,6,7,8-tetrahydro-2H-indeno[5,4-b]furan-8-yl] ethylamine hydrochloride), aqueous solution, [OH-].[Na+] (sodium hydroxide). The product is C1C2=C(OC1)C=CC=1CC[C@H](C12)CCN ((S)-2-(1,6,7,8-tetrahydro-2H-indeno[5,4-b]furan-8-yl)ethylamine). Reaction SMILES: Cl.[CH2:2]1[CH2:6][O:5][C:4]2[CH:7]=[CH:8][C:9]3[CH2:10][CH2:11][C@@H:12]([CH2:14][CH2:15][NH2:16])[C:13]=3[C:3]1=2.[OH-].[Na+]>>[CH2:2]1[CH2:6][O:5][C:4]2[CH:7]=[CH:8][C:9]3[CH2:10][CH2:11][C@@H:12]([CH2:14][CH2:15][NH2:16])[C:13]=3[C:3]1=2 |f:0.1,2.3|. Procedure: Toluene (10 mL) was added to the residue (1.02 g) obtained by concentration under reduced pressure. The mixture was cooled on an ice-bath, to which was added, while stirring, 2% hydrochloric acid (10 mL). The reaction mixture was stirred for 30 minutes, which was concentrated under reduced pressure to leave the residue (1.21 g). The concentrate was dissolved in methanol (5 mL), to which was added acetone (10 mL). The mixture was cooled to 0° C., which was then subjected to filtration to collect ... The reactants are COC(C1=CC=C(C=C1)NC(=O)[C@@H]1N[C@H]([C@]([C@H]1C1=C(C=CC(=C1)Cl)F)(C#N)C1=C(C=C(C=C1)Cl)F)CC(C)(C)C)=O (rac-4-{[(2R,3S,4R,5S)-3-(5-chloro-2-fluoro-phenyl)-4-(4-chloro-2-fluoro-phenyl)-4-cyano-5-(2,2-dimethyl-propyl)-pyrrolidine-2-carbonyl]-amino}-benzoic acid methyl ester), [OH-].[Na+] (NaOH), CO (methanol), Cl (HCl). The solvent is O1CCCC1 (tetrahydrofuran). Conditions: temperature 80 celsius. Product: ClC=1C=CC(=C(C1)[C@H]1[C@@H](N[C@H]([C@]1(C#N)C1=C(C=C(C=C1)Cl)F)CC(C)(C)C)C(=O)NC1=CC=C(C(=O)O)C=C1)F (rac-4-{[(2R,3S,4R,5S)-3-(5-chloro-2-fluoro-phenyl)-4-(4-chloro-2-fluoro-phenyl)-4-cyano-5-(2,2-dimethyl-propyl)-pyrrolidine-2-carbonyl]-amino}-benzoic acid). Isolated yield 73.1%. RXN SMILES: C[O:2][C:3](=[O:41])[C:4]1[CH:9]=[CH:8][C:7]([NH:10][C:11]([C@H:13]2[C@H:17]([C:18]3[CH:23]=[C:22]([Cl:24])[CH:21]=[CH:20][C:19]=3[F:25])[C@:16]([C:28]3[CH:33]=[CH:32][C:31]([Cl:34])=[CH:30][C:29]=3[F:35])([C:26]#[N:27])[C@H:15]([CH2:36][C:37]([CH3:40])([CH3:39])[CH3:38])[NH:14]2)=[O:12])=[CH:6][CH:5]=1.[OH-].[Na+].CO.Cl>O1CCCC1>[Cl:24][C:22]1[CH:21]=[CH:20][C:19]([F:25])=[C:18]([C@@H:17]2[C@:16]([C:28]3[CH:33]=[CH:32][C:31]([Cl:34])=[CH:30][C:29]=3[F:35])([C:26]#[N:27])[C@H:15]([CH2:36][C:37]([CH3:40])([CH3:39])[CH3:38])[NH:14][C@H:13]2[C:11]([NH:10][C:7]2[CH:8]=[CH:9][C:4]([C:3]([OH:41])=[O:2])=[CH:5][CH:6]=2)=[O:12])[CH:23]=1 |f:1.2|. Reported procedure: To a solution of rac-4-{[(2R,3S,4R,5S)-3-(5-chloro-2-fluoro-phenyl)-4-(4-chloro-2-fluoro-phenyl)-4-cyano-5-(2,2-dimethyl-propyl)-pyrrolidine-2-carbonyl]-amino}-benzoic acid methyl ester prepared in Example 336 (125 mg, 0.21 mmol) in tetrahydrofuran (3 mL) was added an aqueous solution (1 N) of NaOH (3 mL, 3 mmol) and methanol (1 mL). The reaction mixture was heated at 80° C. for 2 h, and the “pH” of the solution was adjusted to 5 by aqueous HCl solution. The mixture was extracted ethyl acetate t...